From a dataset of the Open Reaction Database (ORD), a public repository of structured organic reaction records. describe an organic reaction: reactants, conditions, products, and yield The reactants are Br, Cc1cc(Br)cnc1N, Br, O=N[O-], [Na+], [Na+], [OH-]. The product is Cc1cc(Br)cnc1Br. As a reaction SMILES: [Br:11].[Br:1][c:2]1[cH:3][c:4]([CH3:9])[c:5]([NH2:8])[n:6][cH:7]1.[BrH:10].[N:12]([O-:13])=[O:14].[Na+:15].[Na+:17].[OH-:16]>>[Br:1][c:2]1[cH:3][c:4]([CH3:9])[c:5]([Br:10])[n:6][cH:7]1.